From a dataset of the Open Reaction Database (ORD), a public repository of structured organic reaction records. describe an organic reaction: reactants, conditions, products, and yield The reactants are COCCOC, Cl, CS(=O)(=O)c1nc(N)n2nc(-c3ccco3)nc2n1, [Na+], [OH-]. The product is Nc1nc(O)nc2nc(-c3ccco3)nn12. RXN SMILES: [CH3:23][O:24][CH2:25][CH2:26][O:27][CH3:28].[ClH:22].[NH2:1][c:2]1[n:3][c:4]([S:16]([CH3:17])(=[O:18])=[O:19])[n:5][c:6]2[n:7]1[n:8][c:9](-[c:11]1[o:12][cH:13][cH:14][cH:15]1)[n:10]2.[Na+:21].[OH-:20]>>[NH2:1][c:2]1[n:3][c:4]([OH:20])[n:5][c:6]2[n:7]1[n:8][c:9](-[c:11]1[o:12][cH:13][cH:14][cH:15]1)[n:10]2. The reactants are [BH-](OC(=O)C)(OC(=O)C)OC(=O)C.[Na+] (NaBH(OAc)3), ClC=1C=CC(=C(C1)C=1C=CC(=NC1)C(=O)NCCC(=O)OCC)C=O (ethyl 3-(5-(5-chloro-2-formylphenyl)picolinamido)propanoate), FC=1C=C(C=CC1F)C1=CC=C(C=C1)N (3′,4′-difluoro-[1,1′-biphenyl]-4-amine). Reagents/catalysts: CC(=O)O (AcOH). Solvent: C(Cl)Cl (DCM), C(Cl)Cl (DCM), C(=O)(O)[O-].[Na+] (NaHCO3). Product: ClC=1C=CC(=C(C1)C=1C=CC(=NC1)C(=O)NCCC(=O)OCC)CNC1=CC=C(C=C1)C1=CC(=C(C=C1)F)F (ethyl 3-(5-(5-chloro-2-(((3′,4′-difluoro-[1,1′-biphenyl]-4-yl)amino)methyl)phenyl)picolinamido)propanoate). RXN SMILES: [BH-](OC(C)=O)(OC(C)=O)OC(C)=O.[Na+].[Cl:15][C:16]1[CH:17]=[CH:18][C:19]([CH:38]=O)=[C:20]([C:22]2[CH:23]=[CH:24][C:25]([C:28]([NH:30][CH2:31][CH2:32][C:33]([O:35][CH2:36][CH3:37])=[O:34])=[O:29])=[N:26][CH:27]=2)[CH:21]=1.[F:40][C:41]1[CH:42]=[C:43]([C:48]2[CH:53]=[CH:52][C:51]([NH2:54])=[CH:50][CH:49]=2)[CH:44]=[CH:45][C:46]=1[F:47]>CC(O)=O.C(Cl)Cl.C([O-])(O)=O.[Na+]>[Cl:15][C:16]1[CH:17]=[CH:18][C:19]([CH2:38][NH:54][C:51]2[CH:50]=[CH:49][C:48]([C:43]3[CH:44]=[CH:45][C:46]([F:47])=[C:41]([F:40])[CH:42]=3)=[CH:53][CH:52]=2)=[C:20]([C:22]2[CH:23]=[CH:24][C:25]([C:28]([NH:30][CH2:31][CH2:32][C:33]([O:35][CH2:36][CH3:37])=[O:34])=[O:29])=[N:26][CH:27]=2)[CH:21]=1 |f:0.1,6.7|. Procedure details: Solid NaBH(OAc)3 (116 mg, 0.55 mmol) was added to a DCM solution (1 mL) of ethyl 3-(5-(5-chloro-2-formylphenyl)picolinamido)propanoate (95 mg, 0.27 mmol), 3′,4′-difluoro-[1,1′-biphenyl]-4-amine (73 mg, 0.36 mmol), and 1 drop of AcOH and the resulting mixture was stirred at room temperature. After 3 h the resulting mixture diluted with DCM and saturated aqueous NaHCO3 and the layers were separated. The organic phase was washed with brine, dried (Na2SO4), concentrated and purified via column chrom... The reactants are OC=1C=C2C=CC=C(C2=CC1)C(=O)O (6-hydroxy-1-naphthoic acid), ClC1=CC=NC2=CC(=CC=C12)OC (4-chloro-7-methoxyquinoline). Yields the product COC1=CC=C2C(=CC=NC2=C1)OC=1C=C2C=CC=C(C2=CC1)C(=O)O (6-(7-methoxyquinolin-4-yloxy)-1-naphthoic acid). The yield is 65.9%. Reaction SMILES: [OH:1][C:2]1[CH:3]=[C:4]2[C:9](=[CH:10][CH:11]=1)[C:8]([C:12]([OH:14])=[O:13])=[CH:7][CH:6]=[CH:5]2.Cl[C:16]1[C:25]2[C:20](=[CH:21][C:22]([O:26][CH3:27])=[CH:23][CH:24]=2)[N:19]=[CH:18][CH:17]=1>>[CH3:27][O:26][C:22]1[CH:21]=[C:20]2[C:25]([C:16]([O:1][C:2]3[CH:3]=[C:4]4[C:9](=[CH:10][CH:11]=3)[C:8]([C:12]([OH:14])=[O:13])=[CH:7][CH:6]=[CH:5]4)=[CH:17][CH:18]=[N:19]2)=[CH:24][CH:23]=1. Procedure: The title compound (1.73 g, 66% yield) was prepared as a brown solid from 6-hydroxy-1-naphthoic acid (1.43 g, 7.6 mmol) and 4-chloro-7-methoxyquinoline (1.77 g, 9.14 mmol) by an analogous procedure to that described in example 1. LC-MS (m/z) 346 (M+1). The reactants are C(C)O (ethanol), O=C1N2CCCC3=C2C(CC1NC=O)=CC=C3 (N-(2,3,6,7-tetrahydro-3-oxo-1H,5H-benzo(ij)quinolizin-2-yl)-formamide), Cl (hydrogen chloride), CCOCC (ether). Yields the product Cl.O=C1N2CCCC3=C2C(CC1N)=CC=C3 (2,3,6,7-tetrahydro-3-oxo-1H,5H-benzo(ij)quinolizin-2-amine hydrochloride). RXN SMILES: [O:1]=[C:2]1[CH:11]([NH:12]C=O)[CH2:10][C:9]2=[CH:15][CH:16]=[CH:17][C:7]3=[C:8]2[N:3]1[CH2:4][CH2:5][CH2:6]3.C(O)C.CCOCC.[ClH:26]>>[ClH:26].[O:1]=[C:2]1[CH:11]([NH2:12])[CH2:10][C:9]2=[CH:15][CH:16]=[CH:17][C:7]3=[C:8]2[N:3]1[CH2:4][CH2:5][CH2:6]3 |f:4.5|. Procedure details: A solution of N-(2,3,6,7-tetrahydro-3-oxo-1H,5H-benzo(ij)quinolizin-2-yl)-formamide (0.8 g, 3.4 mmol) in ethanolic hydrogen chloride (10 mL of 4.2 M) was heated at 50° C. for 2 hours. The ethanol was cooled, an equal volume of ether was added, and the precipitate was filtered off and washed with ether to give 0.78 g of 2,3,6,7-tetrahydro-3-oxo-1H,5H-benzo(ij)quinolizin-2-amine hydrochloride, mp 216°-221° C. The product was recrystallized for analysis; mp 219°-222° C. Anal. Calcd. for C12H14N2O.H... Reactants: [I-].FC1(OC2=C(O1)C=CC(=C2)N2/C(/SC(C2)=C)=N/C(=O)N2C=[N+](C=C2)C)F (1-({[(2Z)-3-(2,2-difluoro-1,3-benzodioxol-5-yl)-5-methylene-1,3-thiazolidin-2-ylidene]amino}carbonyl)-3-methyl-1H-imidazol-3-ium iodide), CC1NCCC1 (2-methylpyrrolidine), CCN(C(C)C)C(C)C (Hunig's base). Solvent: C(Cl)Cl (CH2Cl2), C(C)#N (acetonitrile). Reaction conditions: temperature 60 celsius. The product is FC1(OC2=C(O1)C=CC(=C2)N2/C(/SC(C2)=C)=N/C(=O)N2C(CCC2)C)F (N-[(2Z)-3-(2,2-difluoro-1,3-benzodioxol-5-yl)-5-methylene-1,3-thiazolidin-2-ylidene]-2-methylpyrrolidine-1-carboxamide). Reaction SMILES: [I-].[F:2][C:3]1([F:27])[O:7][C:6]2[CH:8]=[CH:9][C:10]([N:12]3[CH2:16][C:15](=[CH2:17])[S:14]/[C:13]/3=[N:18]\[C:19](N3C=C[N+](C)=C3)=[O:20])=[CH:11][C:5]=2[O:4]1.[CH3:28][CH:29]1[CH2:33][CH2:32][CH2:31][NH:30]1.CCN(C(C)C)C(C)C>C(#N)C.C(Cl)Cl>[F:27][C:3]1([F:2])[O:7][C:6]2[CH:8]=[CH:9][C:10]([N:12]3[CH2:16][C:15](=[CH2:17])[S:14]/[C:13]/3=[N:18]\[C:19]([N:30]3[CH2:31][CH2:32][CH2:33][CH:29]3[CH3:28])=[O:20])=[CH:11][C:5]=2[O:4]1 |f:0.1|. Procedure: To a solution of 1-({[(2Z)-3-(2,2-difluoro-1,3-benzodioxol-5-yl)-5-methylene-1,3-thiazolidin-2-ylidene]amino}carbonyl)-3-methyl-1H-imidazol-3-ium iodide (Example 116, 0.1 g, 0.19 mmol) and 2-methylpyrrolidine (0.018 g, 0.19 mmol) in anhydrous acetonitrile (5 mL) was added Hunig's base (0.025 g), and then the solution was heated at 60° C. for 3 hours. After cooling to room temperature, the reaction was diluted with 50 mL of CH2Cl2, washed water and brine, dried over sodium sulfate, and evaporated... The reactants are N1(C2C(CCC1)CNC2)C(=O)OC(C)(C)C (tert-butyl octahydro-1H-pyrrolo[3,4-b]pyridine-1-carboxylate), CC1=CC=C(C=C1)S(=O)(=O)OC1=NC(=NC=2C3(CCCC12)CCCC3)N (2′-amino-6′,7′-dihydro-5′H-spiro[cyclopentane-1,8′-quinazoline]-4′-yl 4-methylbenzenesulfonate). The product is N1[C@@H]2[C@H](CCC1)CN(C2)C2=NC(=NC=1C3(CCCC21)CCCC3)N (4′-((4aR,7aR)-tetrahydro-1H-pyrrolo[3,4-b]pyridin-6(2H,7H,7aH)-yl)-6′,7′-dihydro-5′H-spiro[cyclopentane-1,8′-quinazolin]-2′-amine). Reaction SMILES: [N:1]1(C(OC(C)(C)C)=O)[CH2:6][CH2:5][CH2:4][CH:3]2[CH2:7][NH:8][CH2:9][CH:2]12.CC1C=CC(S(O[C:28]2[C:37]3[CH2:36][CH2:35][CH2:34][C:33]4([CH2:41][CH2:40][CH2:39][CH2:38]4)[C:32]=3[N:31]=[C:30]([NH2:42])[N:29]=2)(=O)=O)=CC=1>>[NH:1]1[CH2:6][CH2:5][CH2:4][C@@H:3]2[CH2:7][N:8]([C:28]3[C:37]4[CH2:36][CH2:35][CH2:34][C:33]5([CH2:41][CH2:40][CH2:39][CH2:38]5)[C:32]=4[N:31]=[C:30]([NH2:42])[N:29]=3)[CH2:9][C@H:2]12. Procedure details: The title compound was prepared using the procedures outlined in Examples 1G and 1H, substituting tert-butyl octahydro-1H-pyrrolo[3,4-b]pyridine-1-carboxylate (CAS# 159877-36-8) for the product from Example 1D. 1H NMR (300 MHz, CDCl3) δ 4.38-4.47 (m, 2 H), 3.70-3.82 (m, 2 H), 3.38-3.52 (m, 2 H), 3.31 (td, 1 H), 3.00 (dt, 1 H), 2.57-2.69 (m, 3 H), 2.16-2.26 (m, 2 H), 1.96-2.07 (m, 1 H), 1.79-1.92 (m, 2 H), 1.64-1.76 (m, 6 H), 1.42-1.59 (m, 6 H). MS (DCI+) m/z 328 (M+H). As a reaction SMILES: [CH2:1]([O:8][C@H:9]1[C@H:15]([O:16][CH2:17][C:18]2[CH:23]=[CH:22][CH:21]=[CH:20][CH:19]=2)[C@@H:14]([O:24][CH2:25][C:26]2[CH:31]=[CH:30][CH:29]=[CH:28][CH:27]=2)[C@:13]2([C:33]3[CH:38]=[CH:37][C:36]([Cl:39])=[C:35]([CH2:40][C:41]4[CH:46]=[CH:45][C:44]([O:47][CH2:48][C:49]([F:52])([F:51])[F:50])=[CH:43][CH:42]=4)[CH:34]=3)[O:32][C@@:10]1([CH:53]=[O:54])[CH2:11][O:12]2)[C:2]1[CH:7]=[CH:6][CH:5]=[CH:4][CH:3]=1.[CH3:55][Mg]Br>O1CCCC1>[CH2:1]([O:8][C@H:9]1[C@H:15]([O:16][CH2:17][C:18]2[CH:23]=[CH:22][CH:21]=[CH:20][CH:19]=2)[C@@H:14]([O:24][CH2:25][C:26]2[CH:31]=[CH:30][CH:29]=[CH:28][CH:27]=2)[C@:13]2([C:33]3[CH:38]=[CH:37][C:36]([Cl:39])=[C:35]([CH2:40][C:41]4[CH:42]=[CH:43][C:44]([O:47][CH2:48][C:49]([F:52])([F:51])[F:50])=[CH:45][CH:46]=4)[CH:34]=3)[O:32][C@@:10]1([CH:53]([OH:54])[CH3:55])[CH2:11][O:12]2)[C:2]1[CH:3]=[CH:4][CH:5]=[CH:6][CH:7]=1. Solvent: O1CCCC1 (tetrahydrofuran). The reactants are C(C1=CC=CC=C1)O[C@@H]1[C@@]2(CO[C@]([C@@H]([C@H]1OCC1=CC=CC=C1)OCC1=CC=CC=C1)(O2)C2=CC(=C(C=C2)Cl)CC2=CC=C(C=C2)OCC(F)(F)F)C=O ((1S,2S,3S,4R,5S)-2,3,4-tribenzyloxy-5-[4-chloro-3-[[4-(2,2,2-trifluoro ethoxy)phenyl]methyl]phenyl]-6,8-dioxabicyclo[3.2.1]octane-1-carbaldehyde), C[Mg]Br (methylmagnesium bromide). Yields the product C(C1=CC=CC=C1)O[C@@H]1[C@@]2(CO[C@]([C@@H]([C@H]1OCC1=CC=CC=C1)OCC1=CC=CC=C1)(O2)C2=CC(=C(C=C2)Cl)CC2=CC=C(C=C2)OCC(F)(F)F)C(C)O (1-[(1R,2S,3S,4R,5S)-2,3,4-tribenzyloxy-5-[4-chloro-3-[[4-(2,2,2-trifluoroethoxyl)phenyl]methyl]phenyl]-6,8-dioxabicyclo[3.2.1]octan-1-yl]ethanol). Reaction conditions: temperature -10 celsius, time 15 minute. Isolated yield 69.0%. Reported procedure: To a solution of (1S,2S,3S,4R,5S)-2,3,4-tribenzyloxy-5-[4-chloro-3-[[4-(2,2,2-trifluoroethoxyl)phenyl]methyl]phenyl]-6,8-dioxabicyclo[3.2.1]octane-1-carbaldehyde 17m (1.85 g, 2.43 mmol) in dry tetrahydrofuran (40 mL) was added dropwise methylmagnesium bromide (1.22 mL, 3.66 mmol, 3M in ethyl ether) under N2 at −10° C. The mixture was stirred at −10° C. for 15 min and then room temperature for 3 hours. The reaction mixture was quenched with saturated aqueous ammonium chloride (40 mL) and extracte... The reactants are CC#N, Clc1nc(Cl)nc(Cl)n1, NC1CCC(C(=O)O)CC1, [Na+], [OH-], O. Product: O=C(O)C1CCC(Nc2nc(Cl)nc(Cl)n2)CC1. As a reaction SMILES: [CH3:22][C:23]#[N:24].[Cl:1][c:2]1[n:3][c:4]([Cl:5])[n:6][c:7]([Cl:8])[n:9]1.[NH2:10][CH:11]1[CH2:12][CH2:13][CH:14]([C:17](=[O:18])[OH:19])[CH2:15][CH2:16]1.[Na+:21].[OH-:20].[OH2:25]>>[c:2]1([NH:10][CH:11]2[CH2:12][CH2:13][CH:14]([C:17](=[O:18])[OH:19])[CH2:15][CH2:16]2)[n:3][c:4]([Cl:5])[n:6][c:7]([Cl:8])[n:9]1. The product is CCCCC(Oc1c(C)cc(C=CC(=O)OCC)cc1C)c1cccc(-c2ccc(C(F)(F)F)cc2)n1. As a reaction SMILES: [CH2:57]1[O:58][CH2:59][CH2:60][CH2:61]1.[F:1][C:2]([c:3]1[cH:4][cH:5][c:6](-[c:9]2[cH:10][cH:11][cH:12][c:13]([CH:15]([CH2:16][CH2:17][CH2:18][CH3:19])[OH:20])[n:14]2)[cH:7][cH:8]1)([F:21])[F:22].[N:39]([C:40]([N:41]1[CH2:42][CH2:43][CH2:44][CH2:45][CH2:46]1)=[O:47])=[N:48][C:49]([N:50]1[CH2:51][CH2:52][CH2:53][CH2:54][CH2:55]1)=[O:56].[OH:23][c:24]1[c:25]([CH3:38])[cH:26][c:27]([CH:31]=[CH:32][C:33](=[O:34])[O:35][CH2:36][CH3:37])[cH:28][c:29]1[CH3:30]>>[F:1][C:2]([c:3]1[cH:4][cH:5][c:6](-[c:9]2[cH:10][cH:11][cH:12][c:13]([CH:15]([CH2:16][CH2:17][CH2:18][CH3:19])[O:20][c:24]3[c:25]([CH3:38])[cH:26][c:27]([CH:31]=[CH:32][C:33](=[O:34])[O:35][CH2:36][CH3:37])[cH:28][c:29]3[CH3:30])[n:14]2)[cH:7][cH:8]1)([F:21])[F:22]. Reactants: C1CCOC1, CCCCC(O)c1cccc(-c2ccc(C(F)(F)F)cc2)n1, O=C(N=NC(=O)N1CCCCC1)N1CCCCC1, CCOC(=O)C=Cc1cc(C)c(O)c(C)c1. Starting materials: CCOC(=O)C(C)Cc1ccccn1, C[Si](C)(C)C#N, CN(C)C(=O)Cl, CCOC(C)=O, O, O=C(OO)c1cccc(Cl)c1. Yields the product CCOC(=O)C(C)Cc1cccc(C#N)n1. Reaction SMILES: [CH3:1][CH:2]([C:3](=[O:4])[O:5][CH2:6][CH3:7])[CH2:8][c:9]1[n:10][cH:11][cH:12][cH:13][cH:14]1.[CH3:26][Si:27]([CH3:28])([CH3:29])[C:30]#[N:31].[CH3:32][N:33]([CH3:34])[C:35]([Cl:36])=[O:37].[CH3:38][CH2:39][O:40][C:41](=[O:42])[CH3:43].[OH2:44].[OH:15][O:16][C:17]([c:18]1[cH:19][c:20]([Cl:21])[cH:22][cH:23][cH:24]1)=[O:25]>>[CH3:1][CH:2]([C:3](=[O:4])[O:5][CH2:6][CH3:7])[CH2:8][c:9]1[n:10][c:11]([C:30]#[N:31])[cH:12][cH:13][cH:14]1.